The task is: describe an organic reaction: reactants, conditions, products, and yield. This data is from the Open Reaction Database (ORD), a public repository of structured organic reaction records. The reactants are BrC=1N=CNC1 (4-bromo-1H-imidazole), [H-].[Na+] (sodium hydride), ClC1=NC(=NC(=N1)N1CCOCC1)N1CCOCC1 (2-chloro-4,6-di-morpholin-4-yl-[1,3,5]triazine). Solvent: CN(C=O)C (dimethylformamide), O (water). Run at temperature 120 celsius. Yields the product BrC=1NCN(C1)C1=NC(=NC(=N1)N1CCOCC1)N1CCOCC1 (2-(4-Bromo-3H-imidazol-1-yl)-4,6-di-morpholin-4-yl-[1,3,5]triazine). Reaction SMILES: [Br:1][C:2]1[N:3]=[CH:4][NH:5][CH:6]=1.[H-].[Na+].Cl[C:10]1[N:15]=[C:14]([N:16]2[CH2:21][CH2:20][O:19][CH2:18][CH2:17]2)[N:13]=[C:12]([N:22]2[CH2:27][CH2:26][O:25][CH2:24][CH2:23]2)[N:11]=1>CN(C)C=O.O>[Br:1][C:2]1[NH:3][CH2:4][N:5]([C:10]2[N:15]=[C:14]([N:16]3[CH2:17][CH2:18][O:19][CH2:20][CH2:21]3)[N:13]=[C:12]([N:22]3[CH2:23][CH2:24][O:25][CH2:26][CH2:27]3)[N:11]=2)[CH:6]=1 |f:1.2|. Procedure: To a cooled solution of 4-bromo-1H-imidazole (0.249 g, 2.0 mmol) in anhydrous dimethylformamide (4 ml) was slowly added sodium hydride (60% dispersion in mineral oil) (0.088 g, 2.2 mmol). When the evolution of gas has ceased (30 mins), 2-chloro-4,6-di-morpholin-4-yl-[1,3,5]triazine (3b)(0.571 g, 2.00 mmol) was added in a single portion and the resulting mixture heated in a microwave reactor at 120° C. for exactly 14 minutes (fixed temperature holdtime, high absorbtion setting). The resulting bro...